This data is from the Open Reaction Database (ORD), a public repository of structured organic reaction records. The task is: describe an organic reaction: reactants, conditions, products, and yield Reactants: C1CCOC1, CCOC(=O)C1=Cc2cc(B3OC(C)(C)C(C)(C)O3)cc(OC)c2OC1C(F)(F)F, Cl, [Na+], [OH-], O, OO. Yields the product CCOC(=O)C1=Cc2cc(O)cc(OC)c2OC1C(F)(F)F. As a reaction SMILES: [CH2:36]1[O:37][CH2:38][CH2:39][CH2:40]1.[CH3:1][O:2][c:3]1[cH:4][c:5]([B:22]2[O:23][C:24]([CH3:25])([CH3:26])[C:27]([CH3:28])([CH3:29])[O:30]2)[cH:6][c:7]2[c:12]1[O:11][CH:10]([C:13]([F:14])([F:15])[F:16])[C:9]([C:17](=[O:18])[O:19][CH2:20][CH3:21])=[CH:8]2.[ClH:35].[Na+:34].[OH-:33].[OH2:41].[OH:31][OH:32]>>[CH3:1][O:2][c:3]1[cH:4][c:5]([OH:31])[cH:6][c:7]2[c:12]1[O:11][CH:10]([C:13]([F:14])([F:15])[F:16])[C:9]([C:17](=[O:18])[O:19][CH2:20][CH3:21])=[CH:8]2.